This data is from the Open Reaction Database (ORD), a public repository of structured organic reaction records. The task is: describe an organic reaction: reactants, conditions, products, and yield Reactants: CCOC(C)=O, C[Si](C)(C)Cl, N#Cc1cc([N+](=O)[O-])ccn1, O. Yields the product NC(=O)c1cc([N+](=O)[O-])ccn1. RXN SMILES: [CH3:18][CH2:19][O:20][C:21]([CH3:22])=[O:23].[Cl:12][Si:13]([CH3:14])([CH3:15])[CH3:16].[N+:1](=[O:2])([O-:3])[c:4]1[cH:5][c:6]([C:10]#[N:11])[n:7][cH:8][cH:9]1.[OH2:17]>>[N+:1](=[O:2])([O-:3])[c:4]1[cH:5][c:6]([C:10]([NH2:11])=[O:17])[n:7][cH:8][cH:9]1. Starting materials: CO, O=Cc1cc(Cl)cc(C(=O)O)c1O, Cl, O=S(Cl)Cl. Yields the product COC(=O)c1cc(Cl)cc(C=O)c1O. Reaction SMILES: [CH3:19][OH:20].[Cl:1][c:2]1[cH:3][c:4]([CH:12]=[O:13])[c:5]([OH:11])[c:6]([C:7](=[O:8])[OH:9])[cH:10]1.[ClH:14].[S:15]([Cl:16])([Cl:17])=[O:18]>>[Cl:1][c:2]1[cH:3][c:4]([CH:12]=[O:13])[c:5]([OH:11])[c:6]([C:7](=[O:8])[O:9][CH3:19])[cH:10]1.